From a dataset of the Open Reaction Database (ORD), a public repository of structured organic reaction records. describe an organic reaction: reactants, conditions, products, and yield Reactants: Fc1cc(Br)ccc1N1CCc2c(Cl)ncnc21, Nc1ccc(Br)cc1F, O=CCc1c(Cl)ncnc1Cl, OC1CCN(c2ncc(F)cn2)CC1, [H-], [Na+]. Yields the product Fc1cnc(N2CCC(Oc3ncnc4c3CCN4c3ccc(Br)cc3F)CC2)nc1. As a reaction SMILES: [Br:17][c:18]1[cH:19][c:20]([F:34])[c:21]([N:24]2[CH2:25][CH2:26][c:27]3[c:28]2[n:29][cH:30][n:31][c:32]3[Cl:33])[cH:22][cH:23]1.[Br:46][c:47]1[cH:48][cH:49][c:50]([NH2:51])[c:52]([F:53])[cH:54]1.[Cl:35][c:36]1[c:37]([CH2:38][CH:39]=[O:40])[c:41]([Cl:42])[n:43][cH:44][n:45]1.[F:1][c:2]1[cH:3][n:4][c:5]([N:8]2[CH2:9][CH2:10][CH:11]([OH:14])[CH2:12][CH2:13]2)[n:6][cH:7]1.[H-:16].[Na+:15]>>[F:1][c:2]1[cH:3][n:4][c:5]([N:8]2[CH2:9][CH2:10][CH:11]([O:14][c:32]3[c:27]4[c:28]([n:29][cH:30][n:31]3)[N:24]([c:21]3[c:20]([F:34])[cH:19][c:18]([Br:17])[cH:23][cH:22]3)[CH2:25][CH2:26]4)[CH2:12][CH2:13]2)[n:6][cH:7]1. Reactants: CCO, O=C[O-], CCOC(=O)C(C(=O)OCC)c1cc(F)c([N+](=O)[O-])cc1F, [NH4+]. The product is CCOC(=O)C(C(=O)OCC)c1cc(F)c(N)cc1F. RXN SMILES: [CH3:27][CH2:28][OH:29].[CH:23]([O-:24])=[O:25].[F:1][c:2]1[c:3]([CH:12]([C:13](=[O:14])[O:15][CH2:16][CH3:17])[C:18](=[O:19])[O:20][CH2:21][CH3:22])[cH:4][c:5]([F:11])[c:6]([N+:8]([O-:9])=[O:10])[cH:7]1.[NH4+:26]>>[F:1][c:2]1[c:3]([CH:12]([C:13](=[O:14])[O:15][CH2:16][CH3:17])[C:18](=[O:19])[O:20][CH2:21][CH3:22])[cH:4][c:5]([F:11])[c:6]([NH2:8])[cH:7]1. Starting materials: CO (methanol), Cl (hydrochloric acid), C(C1=CC=CC=C1)OC1=C(C=C(C(CN(C(CCC2=CC(=C(C=C2)OC)OC)C)CC2=CC=CC=C2)O)C=C1)[N+](=O)[O-] (4-benzyloxy-3-nitro-α-[N-benzyl-N-{3-(3,4-dimethoxyphenyl)-1-methylpropyl}aminomethyl]benzyl alcohol), solution, CCCCCC (n-hexane). Reagents/catalysts: [Fe] (iron). Solvent: C1=CC=CC=C1 (benzene). Yields the product NC=1C=C(C(CN(C(CCC2=CC(=C(C=C2)OC)OC)C)CC2=CC=CC=C2)O)C=CC1OCC1=CC=CC=C1 (3-amino-4-benzyloxy-α-[N-benzyl-N-{3-(3,4-dimethoxyphenyl)-1-methylpropyl}aminomethyl] benzyl alcohol). Reaction SMILES: CO.[CH2:3]([O:10][C:11]1[CH:41]=[CH:40][C:14]([CH:15]([OH:39])[CH2:16][N:17]([CH2:32][C:33]2[CH:38]=[CH:37][CH:36]=[CH:35][CH:34]=2)[CH:18]([CH3:31])[CH2:19][CH2:20][C:21]2[CH:26]=[CH:25][C:24]([O:27][CH3:28])=[C:23]([O:29][CH3:30])[CH:22]=2)=[CH:13][C:12]=1[N+:42]([O-])=O)[C:4]1[CH:9]=[CH:8][CH:7]=[CH:6][CH:5]=1.Cl.CCCCCC>C1C=CC=CC=1.[Fe]>[NH2:42][C:12]1[CH:13]=[C:14]([CH:40]=[CH:41][C:11]=1[O:10][CH2:3][C:4]1[CH:9]=[CH:8][CH:7]=[CH:6][CH:5]=1)[CH:15]([OH:39])[CH2:16][N:17]([CH2:32][C:33]1[CH:34]=[CH:35][CH:36]=[CH:37][CH:38]=1)[CH:18]([CH3:31])[CH2:19][CH2:20][C:21]1[CH:26]=[CH:25][C:24]([O:27][CH3:28])=[C:23]([O:29][CH3:30])[CH:22]=1. Reported procedure: In 50 ml. of methanol there was dissolved 5 g. of 4-benzyloxy-3-nitro-α-[N-benzyl-N-{3-(3,4-dimethoxyphenyl)-1-methylpropyl}aminomethyl]benzyl alcohol and after adding to the solution 2.5 g. of iron powder and 5 ml. of 2N hydrochloric acid, the mixture was refluxed for 50 minutes. After cooling the reaction mixture, the insoluble materials were filtered off, and 5 ml. of a 2N potassium hydride methanol solution and 20 ml. of ethyl acetate were added to the filtrate. The insoluble materials were ... The reactants are Br, CS(C)=O, O, CC(=O)c1ccc(Oc2cccc3ccccc23)cc1. The product is O=C(c1ccc(Oc2cccc3ccccc23)cc1)C(O)O. RXN SMILES: [BrH:21].[CH3:22][S:23](=[O:24])[CH3:25].[OH2:26].[c:1]1([O:11][c:12]2[cH:13][cH:14][c:15]([C:18]([CH3:19])=[O:20])[cH:16][cH:17]2)[cH:2][cH:3][cH:4][c:5]2[cH:6][cH:7][cH:8][cH:9][c:10]12>>[c:1]1([O:11][c:12]2[cH:13][cH:14][c:15]([C:18]([CH:19]([OH:24])[OH:26])=[O:20])[cH:16][cH:17]2)[cH:2][cH:3][cH:4][c:5]2[cH:6][cH:7][cH:8][cH:9][c:10]12. Starting materials: COc1ccc(CN2C(=O)C(CCCN(C)C)Cc3cc([N+](=O)[O-])ccc32)cc1, CO, NN, O. The product is COc1ccc(CN2C(=O)C(CCCN(C)C)Cc3cc(N)ccc32)cc1. Reaction SMILES: [CH3:1][N:2]([CH2:3][CH2:4][CH2:5][CH:6]1[C:7](=[O:28])[N:8]([CH2:19][c:20]2[cH:21][cH:22][c:23]([O:26][CH3:27])[cH:24][cH:25]2)[c:9]2[cH:10][cH:11][c:12]([N+:16]([O-:17])=[O:18])[cH:13][c:14]2[CH2:15]1)[CH3:29].[CH3:33][OH:34].[NH2:31][NH2:32].[OH2:30]>>[CH3:1][N:2]([CH2:3][CH2:4][CH2:5][CH:6]1[C:7](=[O:28])[N:8]([CH2:19][c:20]2[cH:21][cH:22][c:23]([O:26][CH3:27])[cH:24][cH:25]2)[c:9]2[cH:10][cH:11][c:12]([NH2:16])[cH:13][c:14]2[CH2:15]1)[CH3:29]. Reactants: O=C([O-])[O-], CC(=O)OC(C)=O, CN(C)C=O, CCOC(C)=O, O=CO, [K+], [K+], NCc1ccc(-c2csc(N=C(N)N)n2)o1, C1CCOC1, O. The product is NC(N)=Nc1nc(-c2ccc(CNC=O)o2)cs1. Reaction SMILES: [C:27](=[O:28])([O-:29])[O-:30].[CH3:1][C:2]([O:3][C:4](=[O:5])[CH3:6])=[O:7].[CH3:38][N:39]([CH3:40])[CH:41]=[O:42].[CH3:44][CH2:45][O:46][C:47](=[O:48])[CH3:49].[CH:8](=[O:9])[OH:10].[K+:31].[K+:32].[NH2:11][CH2:12][c:13]1[cH:14][cH:15][c:16](-[c:18]2[n:19][c:20]([N:23]=[C:24]([NH2:25])[NH2:26])[s:21][cH:22]2)[o:17]1.[O:33]1[CH2:34][CH2:35][CH2:36][CH2:37]1.[OH2:43]>>[CH:8](=[O:10])[NH:11][CH2:12][c:13]1[cH:14][cH:15][c:16](-[c:18]2[n:19][c:20]([N:23]=[C:24]([NH2:25])[NH2:26])[s:21][cH:22]2)[o:17]1. Solvent: C1CCOC1.O (THF H2O). Reaction SMILES: [Cl:1][C:2]1[CH:7]=[CH:6][CH:5]=[CH:4][C:3]=1[C:8]1[C:12]([C:13]#[N:14])=[CH:11][N:10]([C:15]2[CH:16]=[CH:17][C:18]([N+:35]([O-])=O)=[C:19]([NH:21][C:22](=[O:34])[CH2:23][C:24]([C:26]3[CH:31]=[CH:30][CH:29]=[C:28]([C:32]#[N:33])[CH:27]=3)=O)[CH:20]=2)[CH:9]=1>C1COCC1.O.[Fe].CC(O)=O>[Cl:1][C:2]1[CH:7]=[CH:6][CH:5]=[CH:4][C:3]=1[C:8]1[C:12]([C:13]#[N:14])=[CH:11][N:10]([C:15]2[CH:16]=[CH:17][C:18]3[N:35]=[C:24]([C:26]4[CH:31]=[CH:30][CH:29]=[C:28]([C:32]#[N:33])[CH:27]=4)[CH2:23][C:22](=[O:34])[NH:21][C:19]=3[CH:20]=2)[CH:9]=1 |f:1.2,3.4|. Reagents/catalysts: [Fe].CC(=O)O (Fe HOAc). Procedure: The title compound was prepared from N-{5-[3-(2-chloro-phenyl)-4-cyano-pyrrol-1-yl]-2-nitro-phenyl}-3-(3-cyano-phenyl)-3-oxo-propionamide (Example M6) by reductive cyclization with Fe/HOAc in THF/H2O at 80° C. according to the general procedure J (method d). Obtained as a brown solid (164 mg). Reactants: ClC1=C(C=CC=C1)C1=CN(C=C1C#N)C=1C=CC(=C(C1)NC(CC(=O)C1=CC(=CC=C1)C#N)=O)[N+](=O)[O-] (N-{5-[3-(2-chloro-phenyl)-4-cyano-pyrrol-1-yl]-2-nitro-phenyl}-3-(3-cyano-phenyl)-3-oxo-propionamide). Yields the product ClC1=C(C=CC=C1)C=1C(=CN(C1)C1=CC2=C(N=C(CC(N2)=O)C2=CC(=CC=C2)C#N)C=C1)C#N (4-(2-Chloro-phenyl)-1-[2-(3-cyano-phenyl)-4-oxo-4,5-dihydro-3H-benzo[b][1,4]diazepin-7-yl]-1H-pyrrole-3-carbonitrile), solid. Starting materials: NC=1SC=C(N1)C(C(=O)OCC)=O (ethyl 2-aminothiazol-4-ylglyoxylate), FC1=C(C=CC=C1)N=C=S (o-fluorophenyl isothiocyanate). Solvent: CN(P(N(C)C)(N(C)C)=O)C (hexamethylphosphoric triamide). Product: FC1=C(C=CC=C1)NC(NC=1SC=C(N1)C(C(=O)OCC)=O)=S (Ethyl 2-(3-o-fluorophenylthioureido)thiazol-4-yl-glyoxylate). RXN SMILES: [NH2:1][C:2]1[S:3][CH:4]=[C:5]([C:7](=[O:13])[C:8]([O:10][CH2:11][CH3:12])=[O:9])[N:6]=1.[F:14][C:15]1[CH:20]=[CH:19][CH:18]=[CH:17][C:16]=1[N:21]=[C:22]=[S:23]>CN(C)P(=O)(N(C)C)N(C)C>[F:14][C:15]1[CH:20]=[CH:19][CH:18]=[CH:17][C:16]=1[NH:21][C:22](=[S:23])[NH:1][C:2]1[S:3][CH:4]=[C:5]([C:7](=[O:13])[C:8]([O:10][CH2:11][CH3:12])=[O:9])[N:6]=1. Procedure details: Following a procedure similar to that described in Preparation 1. the desired compound was prepared from 15 g of ethyl 2-aminothiazol-4-ylglyoxylate, 17 g of o-fluorophenyl isothiocyanate and 30 ml of hexamethylphosphoric triamide. The resulting product was a pale yellow powder having the following physical properties.